describe an organic reaction: reactants, conditions, products, and yield From a dataset of the Open Reaction Database (ORD), a public repository of structured organic reaction records. Reactants: C(C)OC(=O)CCC1(OOC(CC(O1)C)(C)C)C (3-(ethoxycarbonylethyl)-3,5,7,7-tetramethyl-1,2,4-trioxacycloheptane), C(CCC(=O)C)(=O)OCC (ethyl levulinate), NN (hydrazine), C(C)OC(=O)CCC1(OOC(CC(O1)C)(C)C)C (3-(Ethoxycarbonylethyl)-3,5,7,7-tetramethyl-1,2,4-trioxacycloheptane). The reagents and catalysts are OC(CC(C)(C)OO)C (3-hydroxy-1,1-dimethylbutyl hydroperoxide). Product: CC1(OOC(CC(O1)C)(C)C)CCC(=O)NN (3-(1,4,4,6-Tetramethyl-2,3,7-trio-xacycloheptyl)propionhydrazide). Yield: 88.0%. Reaction SMILES: C([O:3][C:4]([CH2:6][CH2:7][C:8]1([CH3:18])[O:14][CH:13]([CH3:15])[CH2:12][C:11]([CH3:17])([CH3:16])[O:10][O:9]1)=O)C.[NH2:19][NH2:20].C(OCC)(=O)CCC(C)=O>OC(C)CC(OO)(C)C>[CH3:18][C:8]1([CH2:7][CH2:6][C:4]([NH:19][NH2:20])=[O:3])[O:14][CH:13]([CH3:15])[CH2:12][C:11]([CH3:17])([CH3:16])[O:10][O:9]1. Procedure details: 3-(1,4,4,6-Tetramethyl-2,3,7-trio-xacycloheptyl)propionhydrazide was prepared by reacting 3-(ethoxycarbonylethyl)-3,5,7,7-tetramethyl-1,2,4-trioxacycloheptane with 9 molar excess of 54% aqueous hydrazine. 3-(Ethoxycarbonylethyl)-3,5,7,7-tetramethyl-1,2,4-trioxacycloheptane was initially prepared in an assay of 89% and a corrected yield of 88% by reacting ethyl levulinate with 10% molar excess of 3-hydroxy-1,1-dimethylbutyl hydroperoxide using 70% aqueous sulfuric acid as a catalyst/dehydrating a... Starting materials: CC[n+]1c(I)ccc2ccccc21, CCCCN(CCCC)CCCC, ClCCl, [I-], OCc1ccccc1, O=C(O)Cc1ccccc1. Yields the product O=C(Cc1ccccc1)OCc1ccccc1. Reaction SMILES: [CH2:2]([n+:3]1[c:4]2[c:5]([cH:6][cH:7][cH:8][cH:9]2)[cH:10][cH:11][c:12]1[I:13])[CH3:14].[CH2:33]([N:34]([CH2:35][CH2:36][CH2:37][CH3:38])[CH2:39][CH2:40][CH2:41][CH3:42])[CH2:43][CH2:44][CH3:45].[Cl:46][CH2:47][Cl:48].[I-:1].[OH:15][CH2:16][c:17]1[cH:18][cH:19][cH:20][cH:21][cH:22]1.[OH:23][C:24](=[O:25])[CH2:26][c:27]1[cH:28][cH:29][cH:30][cH:31][cH:32]1>>[O:15]([CH2:16][c:17]1[cH:18][cH:19][cH:20][cH:21][cH:22]1)[C:24](=[O:23])[CH2:26][c:27]1[cH:28][cH:29][cH:30][cH:31][cH:32]1. The reactants are COc1cc(C(=O)N2CCC(CCOS(C)(=O)=O)(c3ccccc3)C2)cc(OC)c1OC, CC#N, CCN(C(C)C)C(C)C, ClCCl, I, c1ccc2c(c1)nc(N1CCCNCC1)n2CCn1cnnn1. Yields the product COc1cc(C(=O)N2CCC(CCN3CCCN(c4nc5ccccc5n4CCn4cnnn4)CC3)(c3ccccc3)C2)cc(OC)c1OC. As a reaction SMILES: [CH3:1][O:2][c:3]1[cH:4][c:5]([C:6](=[O:7])[N:8]2[CH2:9][C:10]([CH2:13][CH2:14][O:15][S:16]([CH3:17])(=[O:18])=[O:19])([c:20]3[cH:21][cH:22][cH:23][cH:24][cH:25]3)[CH2:11][CH2:12]2)[cH:26][c:27]([O:31][CH3:32])[c:28]1[O:29][CH3:30].[CH3:66][C:67]#[N:68].[CH:57]([N:58]([CH2:59][CH3:60])[CH:61]([CH3:62])[CH3:63])([CH3:64])[CH3:65].[Cl:69][CH2:70][Cl:71].[IH:33].[n:34]1([CH2:39][CH2:40][n:41]2[c:42]([N:50]3[CH2:51][CH2:52][NH:53][CH2:54][CH2:55][CH2:56]3)[n:43][c:44]3[c:45]2[cH:46][cH:47][cH:48][cH:49]3)[n:35][n:36][n:37][cH:38]1>>[CH3:1][O:2][c:3]1[cH:4][c:5]([C:6](=[O:7])[N:8]2[CH2:9][C:10]([CH2:13][CH2:14][N:53]3[CH2:52][CH2:51][N:50]([c:42]4[n:41]([CH2:40][CH2:39][n:34]5[n:35][n:36][n:37][cH:38]5)[c:45]5[c:44]([n:43]4)[cH:49][cH:48][cH:47][cH:46]5)[CH2:56][CH2:55][CH2:54]3)([c:20]3[cH:21][cH:22][cH:23][cH:24][cH:25]3)[CH2:11][CH2:12]2)[cH:26][c:27]([O:31][CH3:32])[c:28]1[O:29][CH3:30]. Starting materials: C(C)(C)(C)OC(=O)N1[C@@H](CC(C1)=NOC)C(=O)O ((2S,4EZ)-1-(tert-butoxycarbonyl)-4-(methoxyimino)-2-pyrrolidinecarboxylic acid), C1(=CC=C(C=C1)C(=O)Cl)C1=CC=CC=C1 ([1,1′-biphenyl]-4-carbonyl chloride), C1(=CC=CC=C1)C1(CCNCC1)O (4-phenyl-4-piperidinol). Product: CON=C1CN([C@@H](C1)C(=O)N1CCC(CC1)(C1=CC=CC=C1)O)C(=O)C1=CC=C(C=C1)C1=CC=CC=C1 ((3EZ,5S)-1-([1,1′-biphenyl]-4-ylcarbonyl)-5-[(4-hydroxy-4-phenyl-1-piperidinyl)carbonyl]-3-pyrrolidinone O-methyloxime). RXN SMILES: C(O[C:6]([N:8]1[CH2:12][C:11](=[N:13][O:14][CH3:15])[CH2:10][C@H:9]1[C:16]([OH:18])=O)=[O:7])(C)(C)C.[C:19]1([C:28]2[CH:33]=[CH:32][CH:31]=[CH:30][CH:29]=2)[CH:24]=[CH:23][C:22](C(Cl)=O)=[CH:21][CH:20]=1.[C:34]1([C:40]2([OH:46])[CH2:45][CH2:44][NH:43][CH2:42][CH2:41]2)[CH:39]=[CH:38][CH:37]=[CH:36][CH:35]=1>>[CH3:15][O:14][N:13]=[C:11]1[CH2:10][C@@H:9]([C:16]([N:43]2[CH2:44][CH2:45][C:40]([OH:46])([C:34]3[CH:35]=[CH:36][CH:37]=[CH:38][CH:39]=3)[CH2:41][CH2:42]2)=[O:18])[N:8]([C:6]([C:31]2[CH:30]=[CH:29][C:28]([C:19]3[CH:20]=[CH:21][CH:22]=[CH:23][CH:24]=3)=[CH:33][CH:32]=2)=[O:7])[CH2:12]1. Procedure details: Following the general method as outlined in Example 22, starting from (2S,4EZ)-1-(tert-butoxycarbonyl)-4-(methoxyimino)-2-pyrrolidinecarboxylic acid, [1,1′-biphenyl]-4-carbonyl chloride, and 4-phenyl-4-piperidinol, the title compound was obtained in 74% purity by HPLC. MS(ESI+): m/z=498. Starting materials: CN(C1=NC(=C(C(=N1)C)C(C(=O)OC)CCC)C1=CC=CC=C1)C (methyl 2-(2-(dimethylamino)-4-methyl-6-phenylpyrimidin-5-yl)pentanoate), [OH-].[Na+] (sodium hydroxide). Solvent: C1CCOC1 (THF). Conditions: time 8 hour. Product: CN(C1=NC(=C(C(=N1)C)C(C(=O)O)CCC)C1=CC=CC=C1)C (2-(2-(dimethylamino)-4-methyl-6-phenylpyrimidin-5-yl)pentanoic acid). Yield: 69.0%. As a reaction SMILES: [CH3:1][N:2]([CH3:24])[C:3]1[N:8]=[C:7]([CH3:9])[C:6]([CH:10]([CH2:15][CH2:16][CH3:17])[C:11]([O:13]C)=[O:12])=[C:5]([C:18]2[CH:23]=[CH:22][CH:21]=[CH:20][CH:19]=2)[N:4]=1.[OH-].[Na+]>C1COCC1>[CH3:24][N:2]([CH3:1])[C:3]1[N:8]=[C:7]([CH3:9])[C:6]([CH:10]([CH2:15][CH2:16][CH3:17])[C:11]([OH:13])=[O:12])=[C:5]([C:18]2[CH:19]=[CH:20][CH:21]=[CH:22][CH:23]=2)[N:4]=1 |f:1.2|. Procedure: A solution of methyl 2-(2-(dimethylamino)-4-methyl-6-phenylpyrimidin-5-yl)pentanoate (100 mg; 0.305 mmol) in THF (1 mL) and 2N sodium hydroxide solution (1.5 mL; 3 mmol) was placed in a sealed tube and irradiated in a microwave oven at 100° C. for 1 h and stirred overnight at room temperature. The reaction mixture was concentrated under reduced pressure and diluted with water. 1N Hydrochloric acid was added dropwise until the product precipitated. The solid was filtered and dried under reduced p... Reactants: C[O-], [Na+], CN(C)C=O, O, O=C1CSc2cc(O)ccc2N1, O=Cc1c[nH]c2ccccc12. The product is O=C1Nc2ccc(O)cc2SC1=Cc1c[nH]c2ccccc12. As a reaction SMILES: [CH3:1][O-:2].[Na+:3].[O:28]=[CH:29][N:30]([CH3:31])[CH3:32].[OH2:27].[OH:4][c:5]1[cH:6][c:7]2[c:8]([cH:14][cH:15]1)[NH:9][C:10](=[O:13])[CH2:11][S:12]2.[nH:16]1[cH:17][c:18]([CH:25]=[O:26])[c:19]2[cH:20][cH:21][cH:22][cH:23][c:24]12>>[OH:4][c:5]1[cH:6][c:7]2[c:8]([cH:14][cH:15]1)[NH:9][C:10](=[O:13])[C:11](=[CH:25][c:18]1[cH:17][nH:16][c:24]3[c:19]1[cH:20][cH:21][cH:22][cH:23]3)[S:12]2. Starting materials: C1(=CC=CC=C1)S(=O)(=O)Cl (benzenesulphonic acid chloride), NC1=CC=2C=3N(C(NC2C=C1)=O)CCN3 (9-amino-5-oxo-2,3,5,6-tetrahydroimidazo-[1,2-c]-quinazoline). Solvent: N1=CC=CC=C1 (pyridine). Conditions: time 2 hour. Product: C1(=CC=CC=C1)S(=O)(=O)NC1=CC=2C=3N(C(NC2C=C1)=O)CCN3 (9-Benzenesulphonylamino-5-oxo-2,3,5,6-tetrahydroimidazo-[1,2-c]-quinazoline). Reaction SMILES: [C:1]1([S:7](Cl)(=[O:9])=[O:8])[CH:6]=[CH:5][CH:4]=[CH:3][CH:2]=1.[NH2:11][C:12]1[CH:21]=[CH:20][C:19]2[NH:18][C:17](=[O:22])[N:16]3[CH2:23][CH2:24][N:25]=[C:15]3[C:14]=2[CH:13]=1>N1C=CC=CC=1>[C:1]1([S:7]([NH:11][C:12]2[CH:21]=[CH:20][C:19]3[NH:18][C:17](=[O:22])[N:16]4[CH2:23][CH2:24][N:25]=[C:15]4[C:14]=3[CH:13]=2)(=[O:9])=[O:8])[CH:6]=[CH:5][CH:4]=[CH:3][CH:2]=1. Procedure details: 7.1 g of benzenesulphonic acid chloride were added to 4.04 g of 9-amino-5-oxo-2,3,5,6-tetrahydroimidazo-[1,2-c]-quinazoline in 50 ml of absolute pyridine, whilst cooling with ice. The cooling was removed and the mixture was stirred for 2 hours at room temperature. A large quantity of H2O was then added to the reaction mixture, and the precipitated crystals were filtered off under suction. The crystals were dissolved in aqueous NH3 and the solution was clarified using active charcoal and neutrali... Product: Cl.Cl.NC[C@@H](C(=O)OC)N1CCCCC1 (methyl(S)-3-amino-2-piperidin-1-ylpropanoate dihydrochloride). As a reaction SMILES: C(OC([NH:8][CH2:9][C@@H:10]([N:15]1[CH2:20][CH2:19][CH2:18][CH2:17][CH2:16]1)[C:11]([O:13][CH3:14])=[O:12])=O)(C)(C)C.[ClH:21]>CO.C(O)(C)C>[ClH:21].[ClH:21].[NH2:8][CH2:9][C@H:10]([N:15]1[CH2:20][CH2:19][CH2:18][CH2:17][CH2:16]1)[C:11]([O:13][CH3:14])=[O:12] |f:4.5.6|. Reported procedure: 3.7 g (12.9 mmol) of methyl (R)-3-tert-butoxycarbonylamino-2-piperidin-1-ylpropanoate are placed in a mixture of 25 ml of methanol and 15 ml of hydrochloric acid in solution in isopropanol having a concentration of 5-6N. The reaction medium is stirred at 40° C. for 18 h and then concentrated under vacuum. 3.5 g (100%) of methyl(S)-3-amino-2-piperidin-1-ylpropanoate dihydrochloride are obtained in the form of a beige solid. Starting materials: C(C)(C)(C)OC(=O)NC[C@H](C(=O)OC)N1CCCCC1 (methyl (R)-3-tert-butoxycarbonylamino-2-piperidin-1-ylpropanoate), Cl (hydrochloric acid). Conditions: temperature 40 celsius, time 18 hour. Run in CO (methanol), C(C)(C)O (isopropanol). Yield: 100.0%. Starting materials: CC#N, C[S-], Cc1cc2ncnc(Cl)c2s1, [Na+]. Product: CSc1ncnc2cc(C)sc12. RXN SMILES: [CH3:15][C:16]#[N:17].[CH3:1][S-:2].[CH3:4][c:5]1[cH:6][c:7]2[n:8][cH:9][n:10][c:11]([Cl:14])[c:12]2[s:13]1.[Na+:3]>>[CH3:1][S:2][c:11]1[n:10][cH:9][n:8][c:7]2[cH:6][c:5]([CH3:4])[s:13][c:12]21. The reactants are ClC1=CC=C(C=C1)CCl (1-chloro-4-(chloromethyl)benzene), OC1=CC(N(C=C1)C1=CC(=C(C=C1)OCC(C)(C)O)OC)=O (4-hydroxy-1-(4-(2-hydroxy-2-methylpropoxy)-3-methoxyphenyl)pyridin-2(1H)-one), C(=O)([O-])[O-].[K+].[K+] (K2CO3). Solvent: CN(C)C=O (DMF). Run at temperature 100 celsius, time 90 minute. Yields the product ClC1=CC=C(COC2=CC(N(C=C2)C2=CC(=C(C=C2)OCC(C)(C)O)OC)=O)C=C1 (4-(4-Chlorobenzyloxy)-1-(4-(2-hydroxy-2-methylpropoxy)-3-methoxyphenyl)pyridin-2(1H)-one), D-2-4-(4-chlorobenzyloxy)-1-(4-(2-hydroxy-2-methylpropoxy)-3-methoxyphenyl)pyridin-2(1H)-one. Isolated yield 41.2%. Reaction SMILES: [Cl:1][C:2]1[CH:7]=[CH:6][C:5]([CH2:8]Cl)=[CH:4][CH:3]=1.[OH:10][C:11]1[CH:16]=[CH:15][N:14]([C:17]2[CH:22]=[CH:21][C:20]([O:23][CH2:24][C:25]([OH:28])([CH3:27])[CH3:26])=[C:19]([O:29][CH3:30])[CH:18]=2)[C:13](=[O:31])[CH:12]=1.C([O-])([O-])=O.[K+].[K+]>CN(C=O)C>[Cl:1][C:2]1[CH:7]=[CH:6][C:5]([CH2:8][O:10][C:11]2[CH:16]=[CH:15][N:14]([C:17]3[CH:22]=[CH:21][C:20]([O:23][CH2:24][C:25]([OH:28])([CH3:26])[CH3:27])=[C:19]([O:29][CH3:30])[CH:18]=3)[C:13](=[O:31])[CH:12]=2)=[CH:4][CH:3]=1 |f:2.3.4|. Procedure details: A mixture of 1-chloro-4-(chloromethyl)benzene (26.4 mg, 0.16 mmol), 4-hydroxy-1-(4-(2-hydroxy-2-methylpropoxy)-3-methoxyphenyl)pyridin-2(1H)-one Part C (50 mg, 0.16 mmol) and K2CO3 (67.9 mg, 0.49 mmol) in DMF (1.0 mL) was stirred at 100° C. for 90 min The mixture was cooled to RT, filtered and the filtrate was concentrated. The crude product was purified by prep-HPLC (C18 column/Water:MeOH:TFA 90:10:0.1 to 10:90:0.1 gradient) yielding the title compound D-2-4-(4-chlorobenzyloxy)-1-(4-(2-hydroxy-...